From a dataset of the Open Reaction Database (ORD), a public repository of structured organic reaction records. describe an organic reaction: reactants, conditions, products, and yield RXN SMILES: [C:1](=[O:2])([O-:3])[O-:4].[CH:18]1([Br:23])[CH2:19][CH2:20][CH2:21][CH2:22]1.[Cs+:5].[Cs+:6].[O:24]=[CH:25][N:26]([CH3:27])[CH3:28].[OH:7][c:8]1[cH:9][c:10]([CH:11]=[O:12])[cH:13][cH:14][c:15]1[O:16][CH3:17]>>[O:7]([c:8]1[cH:9][c:10]([CH:11]=[O:12])[cH:13][cH:14][c:15]1[O:16][CH3:17])[CH:18]1[CH2:19][CH2:20][CH2:21][CH2:22]1. Product: COc1ccc(C=O)cc1OC1CCCC1. The reactants are O=C([O-])[O-], BrC1CCCC1, [Cs+], [Cs+], CN(C)C=O, COc1ccc(C=O)cc1O. Starting materials: O=Cc1ccccc1, C#N. Yields the product N#CC(O)c1ccccc1. Reaction SMILES: [CH:1](=[O:2])[c:3]1[cH:4][cH:5][cH:6][cH:7][cH:8]1.[CH:9]#[N:10]>>[CH:1]([OH:2])([c:3]1[cH:4][cH:5][cH:6][cH:7][cH:8]1)[C:9]#[N:10].